This data is from the Open Reaction Database (ORD), a public repository of structured organic reaction records. The task is: describe an organic reaction: reactants, conditions, products, and yield Starting materials: C(C)(=O)OC1C(C(CC1N1C=NC2=C1C=C(C(=C2)Cl)Cl)COC(C)=O)OC(C)=O (3-(Acetoxymethyl)-5-(5,6-dichloro-1H-benzimidazol-1-yl)-1,2-cyclopentanediyl diacetate), ClN1C(CCC1=O)=O (N-chlorosuccinimide). Run in CN(C=O)C (N,N-dimethylformamide). Yields the product C(C)(=O)OC1C(C(CC1N1C(=NC2=C1C=C(C(=C2)Cl)Cl)Cl)COC(C)=O)OC(C)=O (3-(Acetoxymethyl)-5-(2,5,6-trichloro-1H-benzimidazol-1-yl)-1,2-cyclopentanediyl diacetate). As a reaction SMILES: [C:1]([O:4][CH:5]1[CH:9]([N:10]2[C:14]3[CH:15]=[C:16]([Cl:20])[C:17]([Cl:19])=[CH:18][C:13]=3[N:12]=[CH:11]2)[CH2:8][CH:7]([CH2:21][O:22][C:23](=[O:25])[CH3:24])[CH:6]1[O:26][C:27](=[O:29])[CH3:28])(=[O:3])[CH3:2].[Cl:30]N1C(=O)CCC1=O>CN(C)C=O>[C:1]([O:4][CH:5]1[CH:9]([N:10]2[C:14]3[CH:15]=[C:16]([Cl:20])[C:17]([Cl:19])=[CH:18][C:13]=3[N:12]=[C:11]2[Cl:30])[CH2:8][CH:7]([CH2:21][O:22][C:23](=[O:25])[CH3:24])[CH:6]1[O:26][C:27](=[O:29])[CH3:28])(=[O:3])[CH3:2]. Procedure details: (±)-(1R*, 2S*, 3S*, 5S*)-3-(Acetoxymethyl)-5-(5,6-dichloro-1H-benzimidazol-1-yl)-1,2-cyclopentanediyl diacetate (850 mg, 1.92 mmol) in dry N,N-dimethylformamide (5 mL) was maintained at 95° C. while N-chlorosuccinimide (760 mg) was added in portions over 3 hours. Heating was continued for a total of 6 hours. Volatiles were removed in vacuo and the residue chromatographed on silica gel. Title compound was eluted with ethyl acetate:hexanes/3:7 as a yellow solid (160 mg, 17%), 1H-NMR consistent wit...